This data is from the Open Reaction Database (ORD), a public repository of structured organic reaction records. The task is: describe an organic reaction: reactants, conditions, products, and yield Reactants: CN1C(N(C(C=2C1=CNC2C2=NN(C=C2)C)=O)C)=O (1,3-Dimethyl-5-(1-methyl-1H-pyrazol-3-yl)-1H-pyrrolo[3,4-d]pyrimidine-2,4(3H,6H)-dione), C([O-])([O-])=O.[Cs+].[Cs+] (cesium carbonate), O (water), BrCCCC(=O)N(C)OC (4-bromo-N-methoxy-N-methylbutanamide), BrCCCC(=O)N(C)OC (4-bromo-N-methoxy-N-methylbutanamide). Solvent: CN(C)C=O (DMF). Conditions: time 22 hour. Yields the product CN1C(N(C(C=2C1=CN(C2C2=NN(C=C2)C)CCCC(=O)N(C)OC)=O)C)=O (4-(1,3-Dimethyl-5-(1-methyl-1H-pyrazol-3-yl)-2,4-dioxo-3,4-dihydro-1H-pyrrolo[3,4-d]pyrimidin-6(2H)-yl)-N-methoxy-N-methylbutanamide). RXN SMILES: [CH3:1][N:2]1[C:7]2=[CH:8][NH:9][C:10]([C:11]3[CH:15]=[CH:14][N:13]([CH3:16])[N:12]=3)=[C:6]2[C:5](=[O:17])[N:4]([CH3:18])[C:3]1=[O:19].Br[CH2:21][CH2:22][CH2:23][C:24]([N:26]([O:28][CH3:29])[CH3:27])=[O:25].C(=O)([O-])[O-].[Cs+].[Cs+].O>CN(C=O)C>[CH3:1][N:2]1[C:7]2=[CH:8][N:9]([CH2:21][CH2:22][CH2:23][C:24]([N:26]([O:28][CH3:29])[CH3:27])=[O:25])[C:10]([C:11]3[CH:15]=[CH:14][N:13]([CH3:16])[N:12]=3)=[C:6]2[C:5](=[O:17])[N:4]([CH3:18])[C:3]1=[O:19] |f:2.3.4|. Procedure details: 1,3-Dimethyl-5-(1-methyl-1H-pyrazol-3-yl)-1H-pyrrolo[3,4-d]pyrimidine-2,4(3H,6H)-dione (800 mg, 3.09 mmol), 4-bromo-N-methoxy-N-methylbutanamide (Intermediate P) (843 mg, 4.01 mmol) and cesium carbonate (2011 mg, 6.17 mmol) were suspended in DMF (11.100 ml) and the mixture was stirred at room temperature for 22 hours. The mixture was poured into water (50 ml) and extracted with DCM (3×100 ml). The combined organic extracts were washed with water (2×50 ml) and brine (50 ml), dried over sodium sul...